This data is from the Open Reaction Database (ORD), a public repository of structured organic reaction records. The task is: describe an organic reaction: reactants, conditions, products, and yield The reactants are C(C)N(CC)CC1=CC=C(C(=O)NC=2C=C(C=CC2C)NC(=O)C2=CC(=NC=C2)Cl)C=C1 (N-[3-(4-diethylaminomethylbenzamido)-4-methylphenyl]-2-chloropyridine-4-carboxamide), N1CCCC1 (pyrrolidine), resultant solution. Solvent: O (water). Conditions: temperature 80 celsius. Product: C(C)N(CC)CC1=CC=C(C(=O)NC=2C=C(C=CC2C)NC(=O)C2=CC(=NC=C2)N2CCCC2)C=C1 (N-[3-(4diethylaminomethylbenzamido)-4-methylphenyl]-2-pyrrolidin-1-ylpyridine-4-carboxamide). As a reaction SMILES: [CH2:1]([N:3]([CH2:6][C:7]1[CH:32]=[CH:31][C:10]([C:11]([NH:13][C:14]2[CH:15]=[C:16]([NH:21][C:22]([C:24]3[CH:29]=[CH:28][N:27]=[C:26](Cl)[CH:25]=3)=[O:23])[CH:17]=[CH:18][C:19]=2[CH3:20])=[O:12])=[CH:9][CH:8]=1)[CH2:4][CH3:5])[CH3:2].[NH:33]1[CH2:37][CH2:36][CH2:35][CH2:34]1>O>[CH2:1]([N:3]([CH2:6][C:7]1[CH:32]=[CH:31][C:10]([C:11]([NH:13][C:14]2[CH:15]=[C:16]([NH:21][C:22]([C:24]3[CH:29]=[CH:28][N:27]=[C:26]([N:33]4[CH2:37][CH2:36][CH2:35][CH2:34]4)[CH:25]=3)=[O:23])[CH:17]=[CH:18][C:19]=2[CH3:20])=[O:12])=[CH:9][CH:8]=1)[CH2:4][CH3:5])[CH3:2]. Reported procedure: Using an analogous procedure to that described in Example 3, a mixture of N-[3-(4-diethylaminomethylbenzamido)-4-methylphenyl]-2-chloropyridine-4-carboxamide (0.5 g) and pyrrolidine (5 ml) was stirred and heated to 80° C. for 16 hours. The resultant solution was cooled to ambient temperature and poured into water. The resultant solid was isolated, washed with diethyl ether and dried under vacuum at 40° C. There was thus obtained the title compound (0.021 g); NMR Spectrum: (DMSOd6) 1.0 (t, 6H), 1... Reactants: C#CCCCC, CCCCNc1nc2c(N)nc(I)nc2n1C1OC(CO)C(O)C1O. Product: CCCCC#Cc1nc(N)c2nc(NCCCC)n(C3OC(CO)C(O)C3O)c2n1. RXN SMILES: [CH:26]#[C:27][CH2:28][CH2:29][CH2:30][CH3:31].[I:1][c:2]1[n:3][c:4]([NH2:25])[c:5]2[n:6][c:7]([NH:20][CH2:21][CH2:22][CH2:23][CH3:24])[n:8]([CH:9]3[CH:10]([OH:11])[CH:12]([OH:13])[CH:14]([CH2:15][OH:16])[O:17]3)[c:18]2[n:19]1>>[c:2]1([C:26]#[C:27][CH2:28][CH2:29][CH2:30][CH3:31])[n:3][c:4]([NH2:25])[c:5]2[n:6][c:7]([NH:20][CH2:21][CH2:22][CH2:23][CH3:24])[n:8]([CH:9]3[CH:10]([OH:11])[CH:12]([OH:13])[CH:14]([CH2:15][OH:16])[O:17]3)[c:18]2[n:19]1. The reactants are C=O (formaline), P(OCC)(OCC)[O-] (diethyl phosphite), Cl (hydrochloric acid), [OH-].[Na+] (sodium hydroxide), NCC(=O)O (glycine). The solvent is O (water). Reaction conditions: time 10 minute. The product is C(=O)(O)CNCP(OCC)(OCC)=O (diethyl N-carboxymethyl-aminomethyl-phosphonate). As a reaction SMILES: [CH2:1]=O.[OH-].[Na+].[NH2:5][CH2:6][C:7]([OH:9])=[O:8].[P:10]([O-:17])([O:14][CH2:15][CH3:16])[O:11][CH2:12][CH3:13].Cl>O>[C:7]([CH2:6][NH:5][CH2:1][P:10](=[O:17])([O:14][CH2:15][CH3:16])[O:11][CH2:12][CH3:13])([OH:9])=[O:8] |f:1.2|. Reported procedure: 8.6 g. of 37% formaline (= 0.1 moles of formaldehyde) are added to a stirred solution of 4.0 g. (0.1 moles) of sodium hydroxide and 7.5 g. (0.1 moles) of glycine in 40 ml. of water. After 10 minutes of stirring at 0° to 5° C, 13.8 g. (0.1 moles) of diethyl phosphite are added, and stirring is continued for 2 hours at 90° to 100° C. The reaction mixture is cooled, acidified with hydrochloric acid, and extracted to obtain diethyl N-carboxymethyl-aminomethyl-phosphonate. The product melts at 132°-1... Starting materials: BrB(Br)Br, CCN1CCC2(c3cccc(OC)c3)Cc3[nH]c(C(=O)N4CCCC4)c(C)c3CC2C1. Yields the product CCN1CCC2(c3cccc(O)c3)Cc3[nH]c(C(=O)N4CCCC4)c(C)c3CC2C1. Reaction SMILES: [B:32]([Br:33])([Br:34])[Br:35].[CH2:1]([CH3:2])[N:3]1[CH2:4][CH:5]2[CH2:6][c:7]3[c:8]([nH:21][c:22]([C:25](=[O:26])[N:27]4[CH2:28][CH2:29][CH2:30][CH2:31]4)[c:23]3[CH3:24])[CH2:9][C:10]2([c:13]2[cH:14][c:15]([O:19][CH3:20])[cH:16][cH:17][cH:18]2)[CH2:11][CH2:12]1>>[CH2:1]([CH3:2])[N:3]1[CH2:4][CH:5]2[CH2:6][c:7]3[c:8]([nH:21][c:22]([C:25](=[O:26])[N:27]4[CH2:28][CH2:29][CH2:30][CH2:31]4)[c:23]3[CH3:24])[CH2:9][C:10]2([c:13]2[cH:14][c:15]([OH:19])[cH:16][cH:17][cH:18]2)[CH2:11][CH2:12]1. Starting materials: Cl, O=C(Nc1ccc(F)cc1)C1(C(=O)Nc2ccc(Oc3ncnc4c3ncn4C3CCCCO3)cc2)CC1, C1COCCO1. The product is O=C(Nc1ccc(F)cc1)C1(C(=O)Nc2ccc(Oc3ncnc4[nH]cnc34)cc2)CC1. RXN SMILES: [ClH:39].[F:1][c:2]1[cH:3][cH:4][c:5]([NH:8][C:9](=[O:10])[C:11]2([C:14](=[O:15])[NH:16][c:17]3[cH:18][cH:19][c:20]([O:23][c:24]4[c:25]5[n:26][cH:27][n:28]([CH:33]6[CH2:34][CH2:35][CH2:36][CH2:37][O:38]6)[c:29]5[n:30][cH:31][n:32]4)[cH:21][cH:22]3)[CH2:12][CH2:13]2)[cH:6][cH:7]1.[O:40]1[CH2:41][CH2:42][O:43][CH2:44][CH2:45]1>>[F:1][c:2]1[cH:3][cH:4][c:5]([NH:8][C:9](=[O:10])[C:11]2([C:14](=[O:15])[NH:16][c:17]3[cH:18][cH:19][c:20]([O:23][c:24]4[c:25]5[n:26][cH:27][nH:28][c:29]5[n:30][cH:31][n:32]4)[cH:21][cH:22]3)[CH2:12][CH2:13]2)[cH:6][cH:7]1. The reactants are NC1=CC=C(C(=O)N(C)C)C=C1 (4-amino-N,N-dimethylbenzamide), C=1C=CC(=CC1)P(C=2C=CC=CC2)C3=CC=C4C=CC=CC4=C3C5=C6C=CC=CC6=CC=C5P(C=7C=CC=CC7)C=8C=CC=CC8 (BINAP), C(=O)([O-])[O-].[Cs+].[Cs+] (Cs2CO3), ClC1=NC=C(C(=O)N)C(=C1)NCC1=CC(=CC=C1)C1=NC=CC=C1 (6-chloro-4-(3-(pyridine-2-yl)benzylamino)nicotinamide). Reagents/catalysts: CC(=O)[O-].CC(=O)[O-].[Pd+2] (Pd(OAc)2). The solvent is O1CCOCC1 (p-Dioxane). Conditions: temperature 80 celsius, time 15 hour. Product: CN(C(=O)C1=CC=C(C=C1)NC1=NC=C(C(=O)N)C(=C1)NCC1=CC(=CC=C1)C1=NC=CC=C1)C (6-(4-(dimethylcarbamoyl)phenylamino)-4-(3-(pyridine-2-yl)benzylamino)nicotinamide). Reaction SMILES: Cl[C:2]1[CH:10]=[C:9]([NH:11][CH2:12][C:13]2[CH:18]=[CH:17][CH:16]=[C:15]([C:19]3[CH:24]=[CH:23][CH:22]=[CH:21][N:20]=3)[CH:14]=2)[C:5]([C:6]([NH2:8])=[O:7])=[CH:4][N:3]=1.[NH2:25][C:26]1[CH:36]=[CH:35][C:29]([C:30]([N:32]([CH3:34])[CH3:33])=[O:31])=[CH:28][CH:27]=1.C1C=CC(P(C2C(C3C(P(C4C=CC=CC=4)C4C=CC=CC=4)=CC=C4C=3C=CC=C4)=C3C(C=CC=C3)=CC=2)C2C=CC=CC=2)=CC=1.C([O-])([O-])=O.[Cs+].[Cs+]>O1CCOCC1.CC([O-])=O.CC([O-])=O.[Pd+2]>[CH3:33][N:32]([CH3:34])[C:30]([C:29]1[CH:35]=[CH:36][C:26]([NH:25][C:2]2[CH:10]=[C:9]([NH:11][CH2:12][C:13]3[CH:18]=[CH:17][CH:16]=[C:15]([C:19]4[CH:24]=[CH:23][CH:22]=[CH:21][N:20]=4)[CH:14]=3)[C:5]([C:6]([NH2:8])=[O:7])=[CH:4][N:3]=2)=[CH:27][CH:28]=1)=[O:31] |f:3.4.5,7.8.9|. Reported procedure: To a mixture of 6-chloro-4-(3-(pyridine-2-yl)benzylamino)nicotinamide (82 mg, 0.24 mmol) in p-Dioxane (2.5 mL) was added 4-amino-N,N-dimethylbenzamide (51 mg, 0.31 mmol), Pd(OAc)2 (11 mg, 0.05 mmol), BINAP (30 mg, 0.05 mmol) and Cs2CO3 (234 mg, 0.72 mmol). After stirred at 80° C. for 15 h, it was concentrated and purified by preparative HPLC to give 6-(4-(dimethylcarbamoyl)phenylamino)-4-(3-(pyridine-2-yl)benzylamino)nicotinamide. MS found for C27H26N6O2 as (M+H)+ 467.4. UV: λ=259.2, 301.6 nm. 1... Starting materials: O (Water), C([O-])([O-])=O.[K+].[K+] (Potassium carbonate), BrCC1=CC(=CS1)C1=NC=2N(C(=C1)NC1CC1)N=CC2C=O (5-(5-(bromomethyl)thiophen-3-yl)-7-(cyclopropylamino)pyrazolo[1,5-a]pyrimidine-3-carbaldehyde), N1CCCC1 (Pyrrolidine). The solvent is CN(C)C=O (DMF). Reaction conditions: temperature 50 celsius. Yields the product C1(CC1)NC1=CC(=NC=2N1N=CC2C=O)C2=CSC(=C2)CN2CCCC2 (7-(cyclopropylamino)-5-(5-(pyrrolidin-1-ylmethyl)thiophen-3-yl)pyrazolo[1,5-a]pyrimidine-3-carbaldehyde). Yield: 50.5%. Reaction SMILES: C(=O)([O-])[O-].[K+].[K+].Br[CH2:8][C:9]1[S:13][CH:12]=[C:11]([C:14]2[CH:19]=[C:18]([NH:20][CH:21]3[CH2:23][CH2:22]3)[N:17]3[N:24]=[CH:25][C:26]([CH:27]=[O:28])=[C:16]3[N:15]=2)[CH:10]=1.[NH:29]1[CH2:33][CH2:32][CH2:31][CH2:30]1.O>CN(C=O)C>[CH:21]1([NH:20][C:18]2[N:17]3[N:24]=[CH:25][C:26]([CH:27]=[O:28])=[C:16]3[N:15]=[C:14]([C:11]3[CH:10]=[C:9]([CH2:8][N:29]4[CH2:33][CH2:32][CH2:31][CH2:30]4)[S:13][CH:12]=3)[CH:19]=2)[CH2:23][CH2:22]1 |f:0.1.2|. Procedure: Potassium carbonate (30 mg, 0.20 mmol) was added to 5-(5-(bromomethyl)thiophen-3-yl)-7-(cyclopropylamino)pyrazolo[1,5-a]pyrimidine-3-carbaldehyde (25 mg, 0.07 mmol) dissolved in DMF (0.7 mL). Pyrrolidine (6 μL, 0.07 mmol) was added and the reaction was heated to 50° C. for 1.25 h. Water (3 mL) was added and the orange precipitate was filtered and dried in vacuo to give 7-(cyclopropylamino)-5-(5-(pyrrolidin-1-ylmethyl)thiophen-3-yl)pyrazolo[1,5-a]pyrimidine-3-carbaldehyde (13 mg, 54%) which was u...